From a dataset of the Open Reaction Database (ORD), a public repository of structured organic reaction records. describe an organic reaction: reactants, conditions, products, and yield Starting materials: C(C)(=O)O (acetic acid), C(C)(C)(C)OC(=O)N(C)CC(=O)NN=C1CCN(CC1)C1=CC=NC=C1 (1-[(tert-butoxycarbonyl)sarcosinyl]-2-[1-(4-pyridyl)-4-piperidinylidene]hydrazine), C(#N)[BH3-].[Na+] (sodium cyanoborohydride). Solvent: CO (methanol). Reaction conditions: time 30 minute. The product is C(C)(C)(C)OC(=O)N(C)CC(=O)NNC1CCN(CC1)C1=CC=NC=C1 (1-[(tert-butoxycarbonyl)sarcosinyl]-2-[1-(4-pyridyl)-4-piperidinyl]hydrazine). Isolated yield 99.4%. Reaction SMILES: [C:1]([O:5][C:6]([N:8]([CH2:10][C:11]([NH:13][N:14]=[C:15]1[CH2:20][CH2:19][N:18]([C:21]2[CH:26]=[CH:25][N:24]=[CH:23][CH:22]=2)[CH2:17][CH2:16]1)=[O:12])[CH3:9])=[O:7])([CH3:4])([CH3:3])[CH3:2].C(O)(=O)C.C([BH3-])#N.[Na+]>CO>[C:1]([O:5][C:6]([N:8]([CH2:10][C:11]([NH:13][NH:14][CH:15]1[CH2:20][CH2:19][N:18]([C:21]2[CH:22]=[CH:23][N:24]=[CH:25][CH:26]=2)[CH2:17][CH2:16]1)=[O:12])[CH3:9])=[O:7])([CH3:4])([CH3:2])[CH3:3] |f:2.3|. Procedure: The resultant 1-[(tert-butoxycarbonyl)sarcosinyl]-2-[1-(4-pyridyl)-4-piperidinylidene]hydrazine (1.0 g) was dissolved in methanol (20 ml) and treated with acetic acid (665 mg) with cooling on ice, followed by sodium cyanoborohydride (261 mg) and stirred at room temperature for 30 minutes. The reaction mixture was concentrated and the residue was dissolved in dichloromethane, washed with aqueous sodium bicarbonate and brine, dried and concentrated to obtain 1-[(tert-butoxycarbonyl)sarcosinyl]-2-[... RXN SMILES: Br[CH2:2][C:3]1[C:12]([C:13]([O:15][CH2:16][CH2:17][CH3:18])=[O:14])=[C:11]([C:19]2[CH:24]=[CH:23][C:22]([O:25][CH3:26])=[C:21]([O:27][CH3:28])[CH:20]=2)[C:10]2[C:5](=[CH:6][C:7]([O:31][CH3:32])=[C:8]([O:29][CH3:30])[CH:9]=2)[N:4]=1.[NH:33]1[CH2:38][CH2:37][CH2:36][CH2:35][CH2:34]1>ClCCl>[CH3:30][O:29][C:8]1[CH:9]=[C:10]([C:11]2[C:19]3[C:24](=[CH:23][C:22]([O:25][CH3:26])=[C:21]([O:27][CH3:28])[CH:20]=3)[N:4]=[C:3]([CH2:2][N:33]3[CH2:38][CH2:37][CH2:36][CH2:35][CH2:34]3)[C:12]=2[C:13]([O:15][CH2:16][CH2:17][CH3:18])=[O:14])[CH:5]=[CH:6][C:7]=1[O:31][CH3:32]. The yield is 52.9%. The solvent is ClCCl (dichloromethane). The product is COC=1C=C(C=CC1OC)C1=C(C(=NC2=CC(=C(C=C12)OC)OC)CN1CCCCC1)C(=O)OCCC (propyl 4-(3,4-dimethoxyphenyl)-6,7-dimethoxy-2-piperidinomethylquinoline-3-carboxylate). Conditions: time 2 day. Procedure details: A mixture of propyl 2-bromomethyl-4-(3,4-dimethoxyphenyl)-6,7-dimethoxyquinoline-3-carboxylate (1.5 g), piperidine (1.27 g) and dichloromethane (30 ml) was stirred at room temperature for 2 days. The reaction mixture was washed with water and dried over magnesium sulfate, and the solvent was evaporated. The residue was subjected to column chromatography on silica gel. The fractions eluted with chloroform-ethyl acetate (10:1, v/v) gave propyl 4-(3,4-dimethoxyphenyl)-6,7-dimethoxy-2-piperidinometh... Starting materials: BrCC1=NC2=CC(=C(C=C2C(=C1C(=O)OCCC)C1=CC(=C(C=C1)OC)OC)OC)OC (propyl 2-bromomethyl-4-(3,4-dimethoxyphenyl)-6,7-dimethoxyquinoline-3-carboxylate), N1CCCCC1 (piperidine). Reaction SMILES: [C:1]1(=[O:14])[O:13][CH:4]([CH2:5][CH2:6][CH2:7][CH2:8][CH2:9][CH2:10][CH2:11][CH3:12])[CH2:3][CH2:2]1.[CH:15]([C:18]1[CH:23]=[CH:22][CH:21]=[C:20]([CH:24]([CH3:26])[CH3:25])[C:19]=1[N:27]=[C:28]=[O:29])([CH3:17])[CH3:16].C([N-]C(C)C)(C)C.[Li+]>>[CH3:17][CH:15]([C:18]1[CH:23]=[CH:22][CH:21]=[C:20]([CH:24]([CH3:25])[CH3:26])[C:19]=1[NH:27][C:28]([CH:2]1[CH2:3][CH2:4][CH:5]([CH2:6][CH2:7][CH2:8][CH2:9][CH2:10][CH2:11][CH3:12])[O:13][C:1]1=[O:14])=[O:29])[CH3:16] |f:2.3|. Yields the product CC(C)C1=C(C(=CC=C1)C(C)C)NC(=O)C1C(OC(CC1)CCCCCCC)=O (N-[2,6-bis(1-methylethyl)phenyl]-6-heptyltetrahydro-2-oxo-2H-pyran-3-carboxamide). Starting materials: C1(CCC(CCCCCCCC)O1)=O ((±)-δ-dodecanolactone), C(C)(C)C1=C(C(=CC=C1)C(C)C)N=C=O (2,6-diisopropylphenyl isocyanate), C(C)(C)[N-]C(C)C.[Li+] (lithium diisopropylamide). Procedure details: The title compound was prepared from (±)-δ-dodecanolactone (5.0 g, 0.025 mol), 2,6-diisopropylphenyl isocyanate (5.12 g, 0.025 mol), and lithium diisopropylamide (0.025 mol) using the procedure described in Example 1. Starting materials: C(C)(=O)SCC(C(=O)N(C)C=1C=NC=C(C(=O)OC)C1)C (methyl 5-(2-acetylthiomethyl-N-methyl-propionamido)-nicotinate), C(C)(=O)SCC(C(=O)NC1=C(C(=O)OC)C=CC=N1)C (methyl 2-(2-acetylthiomethyl-propionamido)-nicotinate). Product: SCC(C(=O)N(C)C=1C=NC=C(C(=O)O)C1)C (5-(2-mercaptomethyl-N-methyl-propionamido)-nicotinic acid). RXN SMILES: C([S:4][CH2:5][CH:6]([CH3:21])[C:7]([N:9]([C:11]1[CH:12]=[N:13][CH:14]=[C:15]([CH:20]=1)[C:16]([O:18]C)=[O:17])[CH3:10])=[O:8])(=O)C.C(SCC(C)C(NC1N=CC=CC=1C(OC)=O)=O)(=O)C>>[SH:4][CH2:5][CH:6]([CH3:21])[C:7]([N:9]([C:11]1[CH:12]=[N:13][CH:14]=[C:15]([CH:20]=1)[C:16]([OH:18])=[O:17])[CH3:10])=[O:8]. Reported procedure: Following the procedure of Example 3, but substituting an equivalent amount of methyl 5-(2-acetylthiomethyl-N-methyl-propionamido)-nicotinate, obtained as disclosed in Example 16, for methyl 2-(2-acetylthiomethyl-propionamido)-nicotinate, 5-(2-mercaptomethyl-N-methyl-propionamido)-nicotinic acid is obtained; m.p. 190°-192° C., from methanol. Starting materials: C1CCOC1, CC(C)C[AlH]CC(C)C, CC(=O)c1cc(-c2ccccc2)c(C(F)(F)F)s1. The product is CC(O)c1cc(-c2ccccc2)c(C(F)(F)F)s1. As a reaction SMILES: [CH2:28]1[O:29][CH2:30][CH2:31][CH2:32]1.[CH3:19][CH:20]([CH2:21][AlH:22][CH2:23][CH:24]([CH3:25])[CH3:26])[CH3:27].[c:1]1(-[c:7]2[cH:8][c:9]([C:16]([CH3:17])=[O:18])[s:10][c:11]2[C:12]([F:13])([F:14])[F:15])[cH:2][cH:3][cH:4][cH:5][cH:6]1>>[c:1]1(-[c:7]2[cH:8][c:9]([CH:16]([CH3:17])[OH:18])[s:10][c:11]2[C:12]([F:13])([F:14])[F:15])[cH:2][cH:3][cH:4][cH:5][cH:6]1. The reactants are C(C1=CC=CC=C1)N(C1=C(C(=CC=C1)NS(=O)(=O)C)C)CC1=CC=C(OC2=CC=C(OCCCCC(=O)O)C=C2)C=C1 (5-(4-{4-[(benzyl{2-methyl-3-[(methylsulfonyl)amino]phenyl}amino)methyl]phenoxy}phenoxy)pentanoic acid), Cl.COC([C@@H](N)C(C)C)=O (L-valine methyl ester hydrochloride). Product: C(C1=CC=CC=C1)N(C1=C(C(=CC=C1)NS(=O)(=O)C)C)CC1=CC=C(OC2=CC=C(OCCCCC(=O)N[C@@H](C(C)C)C(=O)O)C=C2)C=C1 (N-[5-(4-{4-[(benzyl{2-methyl-3-[(methylsulfonyl)amino]phenyl}amino)methyl]phenoxy}phenoxy)pentanoyl]-L-valine). As a reaction SMILES: [CH2:1]([N:8]([CH2:21][C:22]1[CH:42]=[CH:41][C:25]([O:26][C:27]2[CH:40]=[CH:39][C:30]([O:31][CH2:32][CH2:33][CH2:34][CH2:35][C:36](O)=[O:37])=[CH:29][CH:28]=2)=[CH:24][CH:23]=1)[C:9]1[CH:14]=[CH:13][CH:12]=[C:11]([NH:15][S:16]([CH3:19])(=[O:18])=[O:17])[C:10]=1[CH3:20])[C:2]1[CH:7]=[CH:6][CH:5]=[CH:4][CH:3]=1.Cl.C[O:45][C:46](=[O:52])[C@H:47]([CH:49]([CH3:51])[CH3:50])[NH2:48]>>[CH2:1]([N:8]([CH2:21][C:22]1[CH:23]=[CH:24][C:25]([O:26][C:27]2[CH:28]=[CH:29][C:30]([O:31][CH2:32][CH2:33][CH2:34][CH2:35][C:36]([NH:48][C@H:47]([C:46]([OH:45])=[O:52])[CH:49]([CH3:51])[CH3:50])=[O:37])=[CH:39][CH:40]=2)=[CH:41][CH:42]=1)[C:9]1[CH:14]=[CH:13][CH:12]=[C:11]([NH:15][S:16]([CH3:19])(=[O:17])=[O:18])[C:10]=1[CH3:20])[C:2]1[CH:3]=[CH:4][CH:5]=[CH:6][CH:7]=1 |f:1.2|. Procedure: The product from Example 234B and L-valine methyl ester hydrochloride were processed as described in Example 251A and B to provide the titled compound. 1H NMR (500 MHz, DMSO-d6) δ12.15-12.77 (br.s, 1 H), 8.94 (s, 1 H), 7.92 (d, 1 H), 7.23 (m, 7 H), 7.03 (t, 1 H), 6.94 (m, 6 H), 6.82 (d, 2 H), 4.15 (dd, 1 H), 4.04 (s, 2 H), 4.00 (s, 2 H), 3.94 (t, 2 H), 2.91 (s, 3 H), 2.38 (s, 3 H), 2.23 (m, 2 H), 2.04 (m, 1 H), 1.67 (m, 4 H), 0.88 (dd, 6 H); MS (ESI+) m/z 688 (M+H)+. Starting materials: C([O-])(O)=O.[Na+] (sodium bicarbonate), ClC1=C(C=NC2=CN=C(C=C12)F)C#N (4-chloro-6-fluoro-[1.7]naphthyridine-3-carbonitrile), ClC1=C(N)C=CC(=C1)Cl (2,4-dichloroaniline). Run in [Cl-].[Na+].O (brine), CO (methanol). Product: ClC1=C(C=CC(=C1)Cl)NC1=C(C=NC2=CN=C(C=C12)F)C#N (4-(2,4-dichloro-phenylamino)-6-fluoro-[1.7]naphthyridine-3-carbonitrile). Isolated yield 81.0%. As a reaction SMILES: Cl[C:2]1[C:11]2[C:6](=[CH:7][N:8]=[C:9]([F:12])[CH:10]=2)[N:5]=[CH:4][C:3]=1[C:13]#[N:14].[Cl:15][C:16]1[CH:22]=[C:21]([Cl:23])[CH:20]=[CH:19][C:17]=1[NH2:18].C(=O)(O)[O-].[Na+]>CO.[Cl-].[Na+].O>[Cl:15][C:16]1[CH:22]=[C:21]([Cl:23])[CH:20]=[CH:19][C:17]=1[NH:18][C:2]1[C:11]2[C:6](=[CH:7][N:8]=[C:9]([F:12])[CH:10]=2)[N:5]=[CH:4][C:3]=1[C:13]#[N:14] |f:2.3,5.6.7|. Procedure details: To 2.0 g of 4-chloro-6-fluoro-[1.7]naphthyridine-3-carbonitrile in 50 mL of methanol was added 1.9 g of 2,4-dichloroaniline. After refluxing the reaction under an inert atmosphere for 2 hours, the reaction mixture was poured into a mixture of brine and saturated aqueous sodium bicarbonate and the resultant crystals were filtered and washed with water. The product was then recrystallized from chloroform/hexanes. Drying in vacuo yielded 2.6 g (80%) of 4-(2,4-dichloro-phenylamino)-6-fluoro-[1.7]nap...